This data is from the Open Reaction Database (ORD), a public repository of structured organic reaction records. The task is: describe an organic reaction: reactants, conditions, products, and yield Starting materials: CCOC(=O)CBr, O=C([O-])[O-], CC#N, [Cs+], [Cs+], O=[N+]([O-])c1ccc(O)cc1[N+](=O)[O-]. Yields the product CCOC(=O)COc1ccc([N+](=O)[O-])c([N+](=O)[O-])c1. Reaction SMILES: [Br:14][CH2:15][C:16](=[O:17])[O:18][CH2:19][CH3:20].[C:21](=[O:22])([O-:23])[O-:24].[CH3:27][C:28]#[N:29].[Cs+:25].[Cs+:26].[OH:1][c:2]1[cH:3][cH:4][c:5]([N+:11]([O-:12])=[O:13])[c:6]([N+:8]([O-:9])=[O:10])[cH:7]1>>[O:1]([c:2]1[cH:3][cH:4][c:5]([N+:11]([O-:12])=[O:13])[c:6]([N+:8]([O-:9])=[O:10])[cH:7]1)[CH2:15][C:16](=[O:17])[O:18][CH2:19][CH3:20]. The reactants are CCCc1c(OC(C(=O)OCC)c2ccc(OC)cc2)ccc(C(C)=O)c1O, CCOC(C)=O, CCCCCC, Cl, [Na+], [OH-]. Product: CCCc1c(OC(C(=O)O)c2ccc(OC)cc2)ccc(C(C)=O)c1O. RXN SMILES: [C:1]([CH3:2])(=[O:3])[c:4]1[c:5]([OH:28])[c:6]([CH2:25][CH2:26][CH3:27])[c:7]([O:8][CH:9]([C:10](=[O:11])[O:12][CH2:13][CH3:14])[c:15]2[cH:16][cH:17][c:18]([O:21][CH3:22])[cH:19][cH:20]2)[cH:23][cH:24]1.[CH3:32][CH2:33][O:34][C:35]([CH3:36])=[O:37].[CH3:38][CH2:39][CH2:40][CH2:41][CH2:42][CH3:43].[ClH:31].[Na+:30].[OH-:29]>>[C:1]([CH3:2])(=[O:3])[c:4]1[c:5]([OH:28])[c:6]([CH2:25][CH2:26][CH3:27])[c:7]([O:8][CH:9]([C:10](=[O:11])[OH:12])[c:15]2[cH:16][cH:17][c:18]([O:21][CH3:22])[cH:19][cH:20]2)[cH:23][cH:24]1. Reactants: CCOC(=O)CBr, Cc1cc2cc([N+](=O)[O-])ccc2[nH]1, [H-], [Na+], CN(C)C=O. The product is CCOC(=O)Cn1c(C)cc2cc([N+](=O)[O-])ccc21. RXN SMILES: [Br:16][CH2:17][C:18](=[O:19])[O:20][CH2:21][CH3:22].[CH3:1][c:2]1[nH:3][c:4]2[cH:5][cH:6][c:7]([N+:11](=[O:12])[O-:13])[cH:8][c:9]2[cH:10]1.[H-:14].[Na+:15].[O:23]=[CH:24][N:25]([CH3:26])[CH3:27]>>[CH3:1][c:2]1[n:3]([CH2:17][C:18](=[O:19])[O:20][CH2:21][CH3:22])[c:4]2[cH:5][cH:6][c:7]([N+:11](=[O:12])[O-:13])[cH:8][c:9]2[cH:10]1. Yields the product COC(=O)c1c(F)cccc1[N+](=O)[O-]. As a reaction SMILES: [CH2:17]1[O:18][CH2:19][CH2:20][CH2:21]1.[F:1][c:2]1[c:3]([C:4](=[O:5])[OH:6])[c:7]([N+:11](=[O:12])[O-:13])[cH:8][cH:9][cH:10]1.[N+:14](=[N-:15])=[CH2:16]>>[F:1][c:2]1[c:3]([C:4]([O:5][CH3:16])=[O:6])[c:7]([N+:11](=[O:12])[O-:13])[cH:8][cH:9][cH:10]1. Starting materials: C1CCOC1, O=C(O)c1c(F)cccc1[N+](=O)[O-], C=[N+]=[N-].